This data is from the Open Reaction Database (ORD), a public repository of structured organic reaction records. The task is: describe an organic reaction: reactants, conditions, products, and yield The reactants are CC(=O)[O-], COC(=O)C(C(F)(F)F)C(F)(F)F, [K+], O. The product is COC(=O)CC(F)(F)F. RXN SMILES: [CH3:15][C:16](=[O:17])[O-:18].[F:1][C:2]([CH:3]([C:4](=[O:5])[O:6][CH3:7])[C:8]([F:9])([F:10])[F:11])([F:12])[F:13].[K+:14].[OH2:19]>>[F:1][C:2]([CH2:3][C:4](=[O:5])[O:6][CH3:7])([F:12])[F:13].